This data is from the Open Reaction Database (ORD), a public repository of structured organic reaction records. The task is: describe an organic reaction: reactants, conditions, products, and yield Starting materials: C[C@@H]1N([C@@H](CC=2C3=CC=CC=C3NC12)C(=O)O)C(=S)SC ((1S,3S)-1-methyl-2-[(methylthio)thiocarbonyl]-1,2,3,4-tetrahydro-β-carboline-3-carboxylic acid), [N+](=[N-])=C (diazomethane). The solvent is CCOCC (ether). The product is C[C@@H]1N([C@@H](CC=2C3=CC=CC=C3NC12)C(=O)OC)C(=S)SC (Methyl (1S,3S)-1-methyl-2-[(methylthio)thiocarbonyl]-1,2,3,4-tetrahydro-β-carboline-3-carboxylate). The yield is 81.6%. RXN SMILES: [CH3:1][C@H:2]1[C:14]2[NH:13][C:12]3[C:7](=[CH:8][CH:9]=[CH:10][CH:11]=3)[C:6]=2[CH2:5][C@@H:4]([C:15]([OH:17])=[O:16])[N:3]1[C:18]([S:20][CH3:21])=[S:19].[N+](=[CH2:24])=[N-]>CCOCC>[CH3:1][C@H:2]1[C:14]2[NH:13][C:12]3[C:7](=[CH:8][CH:9]=[CH:10][CH:11]=3)[C:6]=2[CH2:5][C@@H:4]([C:15]([O:17][CH3:24])=[O:16])[N:3]1[C:18]([S:20][CH3:21])=[S:19]. Procedure details: A mixture of (1S,3S)-1-methyl-2-[(methylthio)thiocarbonyl]-1,2,3,4-tetrahydro-β-carboline-3-carboxylic acid (1.28 g), diazomethane [prepared from N-nitrosomethylurea (3.0 g) and 40% NaOH (9 ml)] and ether (100 ml) is allowed to stand under ice-cooling overnight. The resulting precipitates are collected by filtration and dried to give the title compound (1.09 g, 82%), m.p. 229°-230° C. The reactants are C1(=CC=C(C=C1)N)N (benzene-1,4-diamine), ClCC(=O)[O-].[Na+] (sodium chloroacetate), NN (NH2NH2), C(=S)=S (CS2), [OH-].[Na+] (NaOH). Reaction SMILES: [C:1]1([NH2:8])[CH:6]=[CH:5][C:4]([NH2:7])=[CH:3][CH:2]=1.[C:9](=[S:11])=S.[OH-].[Na+].ClCC([O-])=O.[Na+].[NH2:20][NH2:21]>>[NH2:7][C:4]1[CH:5]=[CH:6][C:1]([NH:8][C:9](=[S:11])[NH:20][NH2:21])=[CH:2][CH:3]=1 |f:2.3,4.5|. Product: NC1=CC=C(C=C1)NC(NN)=S (4-(p-Aminophenyl)thiosemicarbazide). Yield: 37.6%. Reported procedure: As per general procedure (9) except with benzene-1,4-diamine (2.16 g, 20.00 mmol), CS2 (1.20 mL, 20.00 mmol), NaOH (0.80 g, 20.00 mmol), sodium chloroacetate (2.33 g, 20.00 mmol) and NH2NH2 (5.60 mL, 0.18 mol). The product was isolated as a cream solid (1.37 g, 38%). 1H NMR: δ 4.65 (2H, s, PhNH2); 4.95 (2H, s, NHNH2); 6.49 (2H, d, J 8.65, 3-ArH); 7.08 (2H, d, J 8.30, 2-ArH); 8.80 (1H, s, NH); 9.25 (1H, s, NHNH2). The reactants are O=C([O-])[O-], CCOc1ccc(CCl)cc1, [K+], [K+], CN(C)C=O, CC(=O)c1cc2cc(O)ccc2o1. Yields the product CCOc1ccc(COc2ccc3oc(C(C)=O)cc3c2)cc1. As a reaction SMILES: [C:25](=[O:26])([O-:27])[O-:28].[CH2:14]([CH3:15])[O:16][c:17]1[cH:18][cH:19][c:20]([CH2:21][Cl:22])[cH:23][cH:24]1.[K+:29].[K+:30].[O:31]=[CH:32][N:33]([CH3:34])[CH3:35].[OH:1][c:2]1[cH:3][cH:4][c:5]2[c:6]([cH:7][c:8]([C:10]([CH3:11])=[O:12])[o:9]2)[cH:13]1>>[O:1]([c:2]1[cH:3][cH:4][c:5]2[c:6]([cH:7][c:8]([C:10]([CH3:11])=[O:12])[o:9]2)[cH:13]1)[CH2:21][c:20]1[cH:19][cH:18][c:17]([O:16][CH2:14][CH3:15])[cH:24][cH:23]1. Starting materials: NC1=C(C(=C2CCN(N3C2=C1C(C(=C3)C(=O)O)=O)C)F)F (6-Amino-4,5-difluoro-2,3-dihydro-1-methyl-7-oxo-1H,7H -pyrido[3,2,1-ij]cinnoline-8-carboxylic acid), N1CCCC1 (pyrrolidine). Run in C(C)#N (acetonitrile). Run at temperature 80 celsius. Yields the product NC1=C(C(=C2CCN(N3C2=C1C(C(=C3)C(=O)O)=O)C)N3CCCC3)F (6-Amino-5-fluoro-4-(pyrrolidin-1-yl)-2,3-dihydro-1-methyl-7-oxo-1H,7H-pyrido[3,2,1-ij]cinnoline-8-carboxylic acid). RXN SMILES: [NH2:1][C:2]1[C:11]2[C:12](=[O:18])[C:13]([C:15]([OH:17])=[O:16])=[CH:14][N:9]3[C:10]=2[C:5]([CH2:6][CH2:7][N:8]3[CH3:19])=[C:4](F)[C:3]=1[F:21].[NH:22]1[CH2:26][CH2:25][CH2:24][CH2:23]1>C(#N)C>[NH2:1][C:2]1[C:11]2[C:12](=[O:18])[C:13]([C:15]([OH:17])=[O:16])=[CH:14][N:9]3[C:10]=2[C:5]([CH2:6][CH2:7][N:8]3[CH3:19])=[C:4]([N:22]2[CH2:26][CH2:25][CH2:24][CH2:23]2)[C:3]=1[F:21]. Procedure details: 4 mg of the compound (202) obtained in Example 73 and 10 μl of pyrrolidine were added to 1 ml of acetonitrile, and the solution was heated at 80° C. for 3 hours. After air-cooling, the solvent was removed by distillation, and the residue was filtered off and washed with ethanol and ether in this order to obtain 2 mg of the subject compound (203). Starting materials: C12(CC3CC(CC(C1)C3)C2)CCC2=C(N=C(N2)C2CCCCC2)C(=O)O (5-(2-Adamantan-1-yl-ethyl)-2-cyclohexyl-1H-imidazole-4-carboxylic acid), C(C)OC(C(C)C1=CC(=CC=C1)N)=O ((±)-2-(3-amino-phenyl)-propionic acid ethyl ester), ethyl ester. The product is C12(CC3CC(CC(C1)C3)C2)CCC2=C(N=C(N2)C2CCCCC2)C(=O)NC=2C=C(C=CC2)C(C(=O)O)C ((±)-2-(3-{[5-(2-Adamantan-1-yl-ethyl)-2-cyclohexyl-1H-imidazole-4-carbonyl]-amino}-phenyl)-propionic Acid). RXN SMILES: [C:1]12([CH2:11][CH2:12][C:13]3[NH:17][C:16]([CH:18]4[CH2:23][CH2:22][CH2:21][CH2:20][CH2:19]4)=[N:15][C:14]=3[C:24](O)=[O:25])[CH2:10][CH:5]3[CH2:6][CH:7]([CH2:9][CH:3]([CH2:4]3)[CH2:2]1)[CH2:8]2.C([O:29][C:30](=[O:40])[CH:31]([C:33]1[CH:38]=[CH:37][CH:36]=[C:35]([NH2:39])[CH:34]=1)[CH3:32])C>>[C:1]12([CH2:11][CH2:12][C:13]3[NH:17][C:16]([CH:18]4[CH2:19][CH2:20][CH2:21][CH2:22][CH2:23]4)=[N:15][C:14]=3[C:24]([NH:39][C:35]3[CH:34]=[C:33]([CH:31]([CH3:32])[C:30]([OH:40])=[O:29])[CH:38]=[CH:37][CH:36]=3)=[O:25])[CH2:10][CH:5]3[CH2:4][CH:3]([CH2:9][CH:7]([CH2:6]3)[CH2:8]1)[CH2:2]2. Reported procedure: 5-(2-Adamantan-1-yl-ethyl)-2-cyclohexyl-1H-imidazole-4-carboxylic acid (Example 252) was reacted with (±)-2-(3-amino-phenyl)-propionic acid ethyl ester (S. Mutti et al. Synth. Comm. 1997, 27, 425) according to the procedure of Example 20, step d. The ethyl ester was hydrolysed using the same procedure as in Example 247, step b to afford the title compound. 1H NMR (300 MHz, d6-DMSO) 12.20 (2H, br s), 9.44 (1H, s), 7.64 (2H, m), 7.23 (1H, m), 6.96 (1H, d), 3.61 (1H, m), 2.86 (2H, m), 2.60 (1H, m),... The reactants are Brc1nccs1, C#CCO, CC#N, [Cu]I. Product: OCC#Cc1nccs1. RXN SMILES: [Br:1][c:2]1[s:3][cH:4][cH:5][n:6]1.[CH2:7]([C:8]#[CH:9])[OH:10].[CH3:11][C:12]#[N:13].[Cu:14][I:15]>>[c:2]1([C:9]#[C:8][CH2:7][OH:10])[s:3][cH:4][cH:5][n:6]1.